This data is from the Open Reaction Database (ORD), a public repository of structured organic reaction records. The task is: describe an organic reaction: reactants, conditions, products, and yield Reactants: CCOC(=O)CCCOc1cccc(CCCCCCOc2cc(Br)cc(C(=O)OC(C)(C)C)c2)c1CCC(=O)OCC, ClCCl, O=C(O)C(F)(F)F. The product is CCOC(=O)CCCOc1cccc(CCCCCCOc2cc(Br)cc(C(=O)O)c2)c1CCC(=O)OCC. RXN SMILES: [C:1]([CH3:2])([CH3:3])([CH3:4])[O:5][C:6]([c:7]1[cH:8][c:9]([Br:42])[cH:10][c:11]([O:13][CH2:14][CH2:15][CH2:16][CH2:17][CH2:18][CH2:19][c:20]2[c:21]([CH2:35][CH2:36][C:37](=[O:38])[O:39][CH2:40][CH3:41])[c:22]([O:26][CH2:27][CH2:28][CH2:29][C:30](=[O:31])[O:32][CH2:33][CH3:34])[cH:23][cH:24][cH:25]2)[cH:12]1)=[O:43].[Cl:51][CH2:52][Cl:53].[OH:44][C:45]([C:46]([F:47])([F:48])[F:49])=[O:50]>>[O:5]=[C:6]([c:7]1[cH:8][c:9]([Br:42])[cH:10][c:11]([O:13][CH2:14][CH2:15][CH2:16][CH2:17][CH2:18][CH2:19][c:20]2[c:21]([CH2:35][CH2:36][C:37](=[O:38])[O:39][CH2:40][CH3:41])[c:22]([O:26][CH2:27][CH2:28][CH2:29][C:30](=[O:31])[O:32][CH2:33][CH3:34])[cH:23][cH:24][cH:25]2)[cH:12]1)[OH:43]. The reactants are ClC=1C(=C(C(=O)O)C=CN1)NC1=C(C=C(C=C1)I)F (2-Chloro-3-(2-fluoro-4-iodo-phenylamino)-isonicotinic acid), C(C)(=O)[O-].[NH4+] (ammonium acetate). Product: ClC=1C(=C(C(=O)N)C=CN1)NC1=C(C=C(C=C1)I)F (2-Chloro-3-(2-fluoro-4-iodo-phenylamino)-isonicotinamide). RXN SMILES: [Cl:1][C:2]1[C:3]([NH:11][C:12]2[CH:17]=[CH:16][C:15]([I:18])=[CH:14][C:13]=2[F:19])=[C:4]([CH:8]=[CH:9][N:10]=1)[C:5](O)=[O:6].C([O-])(=O)C.[NH4+:24]>>[Cl:1][C:2]1[C:3]([NH:11][C:12]2[CH:17]=[CH:16][C:15]([I:18])=[CH:14][C:13]=2[F:19])=[C:4]([CH:8]=[CH:9][N:10]=1)[C:5]([NH2:24])=[O:6] |f:1.2|. Reported procedure: 2-Chloro-3-(2-fluoro-4-iodo-phenylamino)-isonicotinamide was synthesized according to the procedure for General Method 1, outlined above, starting with 0.2 mmol of 2-Chloro-3-(2-fluoro-4-iodo-phenylamino)-isonicotinic acid and 0.5 mmol of ammonium acetate. LC/MS [8.61 min; 392 (M+1)]. Reactants: aluminium amalgam, CC(=O)OCC1=C(N2[C@@H]([C@@H](C2=O)N)SC1)C(=O)O (7β-aminocephalosporanic acid). Solvent: P(=O)([O-])([O-])[O-] (phosphate), CN(C=O)C (dimethylformamide). Run at temperature 45 celsius, time 1 hour. Yields the product N[C@H]1[C@@H]2N([C@H](C(CS2)=C)C(=O)O)C1=O (7β-Amino-3-methylene-cepham-4α-carboxylic acid). As a reaction SMILES: CC(O[CH2:5][C:6]1[CH2:15][S:14][C@@H:9]2[C@H:10]([NH2:13])[C:11](=[O:12])[N:8]2[C:7]=1[C:16]([OH:18])=[O:17])=O>P([O-])([O-])([O-])=O.CN(C)C=O>[NH2:13][C@@H:10]1[C:11](=[O:12])[N:8]2[C@@H:7]([C:16]([OH:18])=[O:17])[C:6](=[CH2:5])[CH2:15][S:14][C@H:9]12. Reported procedure: 40 g of aluminium amalgam are added to a solution of 21.8 g (80 mmols) of 7β-aminocephalosporanic acid in 900 ml of 0.5 M phosphate buffer (pH 7) and 100 ml of dimethylformamide. The mixture is stirred for 1 hour at pH 6.0 and 45° C. After cooling, the reaction mixture is washed with cold ethyl acetate and the aqueous phase is filtered through celite. The filtrate is adjusted to pH 3.5 and evaporated in vacuo and the residue is taken up in 200 ml of methanol-water, 7:3. The portion filtered off ... Starting materials: C(C)(C)OC(C=1C=C(C(=O)OCC)C=C(C1)C(N(CCC)C)=O)=O (5-(methyl-propylcarbamoyl)-isophthalic acid 1-ethyl ester 3-isopropyl ester), C(C)(C)O (isopropanol), [OH-].[Li+] (lithium hydroxide). Run in [OH-].[Na+] (NaOH), O (water), O (water). Run at time 1 hour. Yields the product C(C)(C)OC(C1=CC(C(=O)O)=CC(=C1)C(N(CCC)C)=O)=O (5-(Methyl-propylcarbamoyl)-isophthalic acid monoisopropyl ester). Yield: 64.3%. As a reaction SMILES: [CH:1]([O:4][C:5](=[O:24])[C:6]1[CH:7]=[C:8]([CH:14]=[C:15]([C:17](=[O:23])[N:18]([CH3:22])[CH2:19][CH2:20][CH3:21])[CH:16]=1)[C:9]([O:11]CC)=[O:10])([CH3:3])[CH3:2].C(O)(C)C.[OH-].[Li+]>[OH-].[Na+].O>[CH:1]([O:4][C:5](=[O:24])[C:6]1[CH:16]=[C:15]([C:17](=[O:23])[N:18]([CH3:22])[CH2:19][CH2:20][CH3:21])[CH:14]=[C:8]([C:9]([OH:11])=[O:10])[CH:7]=1)([CH3:2])[CH3:3] |f:2.3,4.5|. Procedure: Stir a solution of 5-(methyl-propylcarbamoyl)-isophthalic acid 1-ethyl ester 3-isopropyl ester (149 mg, 0.4 mmol) in 0.2 N NaOH in 1:10 water:isopropanol (2.2 mL) overnight. Add 1 N lithium hydroxide (0.44 mL) and stir for 1 h at room temperature. Dilute with water and extract with dichloromethane. Acidify the aqueous with 5 N HCl, extract the aqueous with dichloromethane, dry (magnesium sulfate) and concentrate to give the title compound (79 mg, 56%). The reactants are C1(=CC=C(C=C1)S(=O)(=O)Cl)C (p-toluenesulfonyl chloride), FC(C(CCCO)CCCC)(F)F (4-trifluoromethyloctanol), Cl (hydrochloric acid). Solvent: N1=CC=CC=C1 (pyridine). Product: C1(=CC=C(C=C1)S(=O)(=O)OCCCC(CCCC)C(F)(F)F)C (4-trifluoromethyloctyl p-toluenesulfonate). Reaction SMILES: [F:1][C:2]([F:13])([F:12])[CH:3]([CH2:8][CH2:9][CH2:10][CH3:11])[CH2:4][CH2:5][CH2:6][OH:7].[C:14]1([CH3:24])[CH:19]=[CH:18][C:17]([S:20](Cl)(=[O:22])=[O:21])=[CH:16][CH:15]=1.Cl>N1C=CC=CC=1>[C:14]1([CH3:24])[CH:19]=[CH:18][C:17]([S:20]([O:7][CH2:6][CH2:5][CH2:4][CH:3]([C:2]([F:12])([F:13])[F:1])[CH2:8][CH2:9][CH2:10][CH3:11])(=[O:22])=[O:21])=[CH:16][CH:15]=1. Procedure details: 0.27 g (1.4 mmol) of 4-trifluoromethyloctanol was dissolved in 5 ml of pyridine and cooled with ice, and 0.27 g (1.4 mmol) of p-toluenesulfonyl chloride was added thereto under stirring, followed by reaction at 15-20° C. for 3 hours. After the reaction, the mixture was acidified with 2N-hydrochloric acid and extracted with diethyl ether. The resultant ether layer was dired on anhydrous sodium sulfate, followed by distilling-off of the solvent to obtain 4-trifluoromethyloctyl p-toluenesulfonate. ... The reactants are 2,3-dihydro-1H-1-indole, acid chloride, amine, C(C)(=O)Cl (acetyl chloride), N1CCC2=CC=CC=C12 (indoline), ClCCCl (1,2-dichloroethane). Run in C(C)(=O)OCC (ethyl acetate), C1(=CC=CC=C1)C (toluene), C1(=CC=CC=C1)C (toluene). Conditions: time 3 hour. Product: ClCC(=O)N1CCC2=CC=CC=C12 (2-Chloro-1-(2,3-dihydro-1H-1-indolyl)-1-ethanone). Yield: 85.0%. Reaction SMILES: [NH:1]1[C:9]2[C:4](=[CH:5][CH:6]=[CH:7][CH:8]=2)[CH2:3][CH2:2]1.C(Cl)(=[O:12])C.[Cl:14][CH2:15][CH2:16]Cl>C1(C)C=CC=CC=1.C(OCC)(=O)C>[Cl:14][CH2:15][C:16]([N:1]1[C:9]2[C:4](=[CH:5][CH:6]=[CH:7][CH:8]=2)[CH2:3][CH2:2]1)=[O:12]. Procedure details: A quantity of 2,3-dihydro-1H-1-indole (also known as indoline, 2.1 g, 17.6 mmol) is dissolved in toluene (60 ml). To the solution of the amine in toluene is added acetyl chloride (2.0 g, 17.6 mmol) dissolved in 1,2-dichloroethane (20 ml). The reaction mixture turns brown upon addition of the acid chloride. The reaction is allowed to proceed at room temperature, with stirring, for about 3 hr, after which the reaction mixture is diluted with ethyl acetate and washed with 50:50 (v/v) water:saturate... Starting materials: ClCCCl, CCN(C(C)C)C(C)C, [Li+], Nc1ccc2c(c1)CC1(C2)C(=O)Nc2ncccc21, O=C([O-])CN1CC2CC(=O)Nc3cccc1c32, CN(C)C=O, On1nnc2ccccc21. Yields the product O=C(CN1CC2CC(=O)Nc3cccc1c32)Nc1ccc2c(c1)CC1(C2)C(=O)Nc2ncccc21. As a reaction SMILES: [CH2:38]([Cl:39])[CH2:40][Cl:41].[CH:52]([N:53]([CH2:54][CH3:55])[CH:56]([CH3:57])[CH3:58])([CH3:59])[CH3:60].[Li+:37].[NH2:1][c:2]1[cH:3][c:4]2[c:8]([cH:9][cH:10]1)[CH2:7][C:6]1([CH2:5]2)[C:11](=[O:19])[NH:12][c:13]2[n:14][cH:15][cH:16][cH:17][c:18]21.[O:20]=[C:21]1[NH:22][c:23]2[cH:24][cH:25][cH:26][c:27]3[c:28]2[CH:29]([CH2:30]1)[CH2:31][N:32]3[CH2:33][C:34](=[O:35])[O-:36].[O:61]=[CH:62][N:63]([CH3:64])[CH3:65].[OH:42][n:43]1[c:44]2[c:45]([cH:46][cH:47][cH:48][cH:49]2)[n:50][n:51]1>>[NH:1]([c:2]1[cH:3][c:4]2[c:8]([cH:9][cH:10]1)[CH2:7][C:6]1([CH2:5]2)[C:11](=[O:19])[NH:12][c:13]2[n:14][cH:15][cH:16][cH:17][c:18]21)[C:34]([CH2:33][N:32]1[c:27]2[cH:26][cH:25][cH:24][c:23]3[c:28]2[CH:29]([CH2:30][C:21](=[O:20])[NH:22]3)[CH2:31]1)=[O:35].